describe an organic reaction: reactants, conditions, products, and yield From a dataset of the Open Reaction Database (ORD), a public repository of structured organic reaction records. Starting materials: C(C1=CC=CC=C1)N(C1CC2=C(CCC1)C=C(C=C2)O)C(=O)OC(C)(C)C (N-benzyl-N-(6,7,8,9-tetrahydro-2-hydroxy-5H-benzocyclohepten-6-yl)-tert-butoxycarbonylamine), ClN1C(CCC1=O)=O (N-chlorosuccinimide). Run in O1CCOCC1 (1,4-dioxane). Product: C(C1=CC=CC=C1)N(C1CC2=C(CCC1)C=C(C(=C2)Cl)O)C(=O)OC(C)(C)C (N-benzyl-N-(3-chloro-6,7,8,9-tetrahydro-2-hydroxy-5H-benzocyclohepten-6-yl)-tert-butoxycarbonylamine). Isolated yield 76.6%. Reaction SMILES: [CH2:1]([N:8]([C:21]([O:23][C:24]([CH3:27])([CH3:26])[CH3:25])=[O:22])[CH:9]1[CH2:15][CH2:14][CH2:13][C:12]2[CH:16]=[C:17]([OH:20])[CH:18]=[CH:19][C:11]=2[CH2:10]1)[C:2]1[CH:7]=[CH:6][CH:5]=[CH:4][CH:3]=1.[Cl:28]N1C(=O)CCC1=O>O1CCOCC1>[CH2:1]([N:8]([C:21]([O:23][C:24]([CH3:27])([CH3:26])[CH3:25])=[O:22])[CH:9]1[CH2:15][CH2:14][CH2:13][C:12]2[CH:16]=[C:17]([OH:20])[C:18]([Cl:28])=[CH:19][C:11]=2[CH2:10]1)[C:2]1[CH:3]=[CH:4][CH:5]=[CH:6][CH:7]=1. Procedure details: A solution of N-benzyl-N-(6,7,8,9-tetrahydro-2-hydroxy-5H-benzocyclohepten-6-yl)-tert-butoxycarbonylamine (166 mg) and N-chlorosuccinimide (66.4 mg) in 1,4-dioxane (2 ml) was refluxed for 28 hours, cooled to room temperature, and partitioned between ethyl acetate and brine. The organic layer was separated, washed with brine, dried over sodium sulfate, and evaporated in vacuo. The residue was chromatographed (toluene-ethyl acetate) over silica gel (3.6 g) to afford N-benzyl-N-(3-chloro-6,7,8,9-te... Reactants: [Na] (sodium), ClC1=C(CS)C=CC(=C1)Cl (2,4-dichlorobenzylmercaptan), CS(=O)(=O)O[C@@H]1[C@]2(C)[C@@H](CC1)[C@@H]1CCC3=CC(C=C[C@]3(C)[C@H]1C(C2)=O)=O (17β-methanesulfonyloxy-1,4-androstadiene-3,11-dione). Solvent: C(C)O (ethanol). Product: ClC1=C(CS[C@H]2[C@]3(C)[C@@H](CC2)[C@@H]2CCC4=CC(C=C[C@]4(C)[C@H]2C(C3)=O)=O)C=CC(=C1)Cl (17α-(2',4'-Dichlorobenzylthio)-1,4-Androstadiene-3,11-Dione). RXN SMILES: [Na].[Cl:2][C:3]1[CH:10]=[C:9]([Cl:11])[CH:8]=[CH:7][C:4]=1[CH2:5][SH:6].CS(O[C@H:17]1[CH2:22][CH2:21][C@H:20]2[C@H:23]3[C@H:33]([C:34](=[O:36])[CH2:35][C@:18]12[CH3:19])[C@:31]1([CH3:32])[C:26](=[CH:27][C:28](=[O:37])[CH:29]=[CH:30]1)[CH2:25][CH2:24]3)(=O)=O>C(O)C>[Cl:2][C:3]1[CH:10]=[C:9]([Cl:11])[CH:8]=[CH:7][C:4]=1[CH2:5][S:6][C@@H:17]1[CH2:22][CH2:21][C@H:20]2[C@H:23]3[C@H:33]([C:34](=[O:36])[CH2:35][C@:18]12[CH3:19])[C@:31]1([CH3:32])[C:26](=[CH:27][C:28](=[O:37])[CH:29]=[CH:30]1)[CH2:25][CH2:24]3 |^1:0|. Procedure: To 1.04 gm. of sodium metal dissolved in 80 ml. of ethanol is added 5.55 ml. of 2,4-dichlorobenzylmercaptan followed by 1.5 gm. of 17β-methanesulfonyloxy-1,4-androstadiene-3,11-dione. Heat at reflux for 76 hours under an atmosphere of nitrogen. In a manner similar to that described in Example 1E, isolate the title compound. Starting materials: N1(CCCCC1)CC1=CC=NC=C1 (4-(piperidin-1-ylmethyl)pyridine), Cl (HCl). The reagents and catalysts are [Pt]=O (platinum oxide). The solvent is C(C)O (ethanol). Conditions: time 15 hour. Yields the product Cl.Cl.N1(CCCCC1)CC1CCNCC1 (4-(Piperidin-1-ylmethyl)piperidine bis-Hydrochloride Salt). Reaction SMILES: [N:1]1([CH2:7][C:8]2[CH:13]=[CH:12][N:11]=[CH:10][CH:9]=2)[CH2:6][CH2:5][CH2:4][CH2:3][CH2:2]1.[ClH:14]>C(O)C.[Pt]=O>[ClH:14].[ClH:14].[N:1]1([CH2:7][CH:8]2[CH2:9][CH2:10][NH:11][CH2:12][CH2:13]2)[CH2:2][CH2:3][CH2:4][CH2:5][CH2:6]1 |f:4.5.6|. Procedure: A solution of 4-(piperidin-1-ylmethyl)pyridine (10.0 g, 0.056 mol; prepared using a similar procedure to that described in US430491) and platinum oxide (1.5 g) in 55 mL of ethanol and 18 mL of 12 N HCl was placed under an atmosphere of hydrogen (4.1 bar, 60 psig). After 15 h, the mixture was filtered, concentrated, and residue triturated with methanol affording 9.0 g of the title compound as a bis hydrochloride salt. Starting materials: [H-].[Al+3].[Li+].[H-].[H-].[H-] (lithium aluminiumhydride), C(C1=CC=CC=C1)N1C([C@H]([C@@H](C1)OCC1=CC=CC=C1)OCC1=CC=CC=C1)C(C)=O ((3R,4R)-1-benzyl-3,4-dibenzyloxy-2-acetylpyrrolidine), O (Water). The solvent is O1CCCC1 (tetrahydrofuran), O1CCCC1 (tetrahydrofuran). Product: C(C1=CC=CC=C1)N1C([C@H]([C@@H](C1)OCC1=CC=CC=C1)OCC1=CC=CC=C1)C(C)O ((3R,4R)-1-Benzyl-3,4-dibenzyloxy-2-(1-hydroxyethyl)pyrrolidine). As a reaction SMILES: [H-].[Al+3].[Li+].[H-].[H-].[H-].[CH2:7]([N:14]1[CH2:18][C@@H:17]([O:19][CH2:20][C:21]2[CH:26]=[CH:25][CH:24]=[CH:23][CH:22]=2)[C@H:16]([O:27][CH2:28][C:29]2[CH:34]=[CH:33][CH:32]=[CH:31][CH:30]=2)[CH:15]1[C:35](=[O:37])[CH3:36])[C:8]1[CH:13]=[CH:12][CH:11]=[CH:10][CH:9]=1.O>O1CCCC1>[CH2:7]([N:14]1[CH2:18][C@@H:17]([O:19][CH2:20][C:21]2[CH:26]=[CH:25][CH:24]=[CH:23][CH:22]=2)[C@H:16]([O:27][CH2:28][C:29]2[CH:30]=[CH:31][CH:32]=[CH:33][CH:34]=2)[CH:15]1[CH:35]([OH:37])[CH3:36])[C:8]1[CH:13]=[CH:12][CH:11]=[CH:10][CH:9]=1 |f:0.1.2.3.4.5|. Reported procedure: 1 M lithium aluminiumhydride in tetrahydrofuran (1.5 ml, 1.5 mmol) was added slowly to a solution of (3R,4R)-1-benzyl-3,4-dibenzyloxy-2-acetylpyrrolidine (390 mg, 0.94 mmol) in dry tetrahydrofuran (5 ml) at 0-5° C. Stirring was continued for 11/2 hour at room temperature. Water (1 ml) was slowly added. The mixture was filtered and the filtrate was evaporated to dryness in vacuo to give the title compound as an oil. Purification of the crude product on a silica gel column (Eluent: methylene chlor... Solvent: O1CCOCC1 (dioxane). Yields the product ClC=1C(=NC=CC1)C1(CCC(CC1)=O)OC (4-(3-chloropyridin-2-yl)-4-methoxycyclohexanone). Reaction conditions: time 3 hour. Starting materials: ClC=1C(=NC=CC1)C1(CCC2(OCCO2)CC1)OC (3-chloro-2-(8-methoxy-1,4-dioxaspiro[4.5]dec-8-yl)pyridine), Cl (hydrochloric acid). Yield: 93.6%. Procedure: To a solution of the product of Example 7A (2.147 g, 7.57 mmol) in dioxane (40 mL) was added 3N hydrochloric acid (25 mL). The reaction mixture was stirred at ambient temperature for 3 hours, quenched with 3N sodium hydroxide (35 mL), followed by addition of water (200 mL), extracted twice with ethyl acetate (200 mL), washed with water (200 mL) and brine, dried with anhydrous sodium sulfate, filtered and concentrated to a yellow oil. The residue was chromatographed on silica gel, eluting with 0-... As a reaction SMILES: [Cl:1][C:2]1[C:3]([C:8]2([O:18][CH3:19])[CH2:17][CH2:16][C:11]3(OCC[O:12]3)[CH2:10][CH2:9]2)=[N:4][CH:5]=[CH:6][CH:7]=1.Cl>O1CCOCC1>[Cl:1][C:2]1[C:3]([C:8]2([O:18][CH3:19])[CH2:9][CH2:10][C:11](=[O:12])[CH2:16][CH2:17]2)=[N:4][CH:5]=[CH:6][CH:7]=1.